This data is from the Open Reaction Database (ORD), a public repository of structured organic reaction records. The task is: describe an organic reaction: reactants, conditions, products, and yield Reactants: C1(CCCCC1)C(C=CC1C(C2(OCCO2)CC1)CCCCCCCO)=O (7-(3-cyclohexyl-3-oxoprop-1-enyl)-6-(7-hydroxyheptyl)-1,4-dioxaspiro[4,4]nonane), [H][H] (hydrogen). The reagents and catalysts are [Pd] (palladium on charcoal). Solvent: C(C)O (ethanol). Product: C1(CCCCC1)C(CCC1C(C2(OCCO2)CC1)CCCCCCCO)=O (7-(3-cyclohexyl-3-oxopropyl)-6-(7-hydroxyheptyl)-1,4-dioxaspiro[4,4]nonane). Isolated yield 69.6%. RXN SMILES: [CH:1]1([C:7](=[O:27])[CH:8]=[CH:9][CH:10]2[CH2:18][CH2:17][C:12]3([O:16][CH2:15][CH2:14][O:13]3)[CH:11]2[CH2:19][CH2:20][CH2:21][CH2:22][CH2:23][CH2:24][CH2:25][OH:26])[CH2:6][CH2:5][CH2:4][CH2:3][CH2:2]1.[H][H]>C(O)C.[Pd]>[CH:1]1([C:7](=[O:27])[CH2:8][CH2:9][CH:10]2[CH2:18][CH2:17][C:12]3([O:16][CH2:15][CH2:14][O:13]3)[CH:11]2[CH2:19][CH2:20][CH2:21][CH2:22][CH2:23][CH2:24][CH2:25][OH:26])[CH2:2][CH2:3][CH2:4][CH2:5][CH2:6]1. Procedure: A solution of 7-(3-cyclohexyl-3-oxoprop-1-enyl)-6-(7-hydroxyheptyl)-1,4-dioxaspiro[4,4]nonane (2.0 g.) in ethanol (50 ml.) was catalytically reduced with hydrogen at a pressure of 7 kg/cm2 and in the presence of a 5% palladium on charcoal catalyst (0.5 g.) at room temperature for 3 hours. The catalyst was then filtered off and the ethanol evaporated off from the filtrate, to give 7-(3-cyclohexyl-3-oxopropyl)-6-(7-hydroxyheptyl)-1,4-dioxaspiro[4,4]nonane (1.4 g.), νmax 3450 cm-1, 1700 cm-1, 1040 ... The reactants are O1C(=NC2=C1C=CC=C2)C2=CC=C(C=O)C=C2 (4-benzoxazol-2-yl-benzaldehyde), N1[C@H](C(=O)O)CCC1 (L-Proline), [NH4+].[Cl-] (NH4Cl), C(C)(=O)OCC (ethyl acetate). Reaction conditions: time 24 hour. The product is O1C(=NC2=C1C=CC=C2)C2=CC=C(C=C2)C(C(C(C)=O)O)O (4-(4-Benzoxazol-2-yl-phenyl)-3,4-dihydroxy-butan-2-one). The yield is 66.0%. Reaction SMILES: [O:1]1[C:5]2[CH:6]=[CH:7][CH:8]=[CH:9][C:4]=2[N:3]=[C:2]1[C:10]1[CH:17]=[CH:16][C:13]([CH:14]=[O:15])=[CH:12][CH:11]=1.N1CC[CH2:23][C@H:19]1[C:20](O)=[O:21].[NH4+].[Cl-].C(OCC)(=[O:30])C>>[O:1]1[C:5]2[CH:6]=[CH:7][CH:8]=[CH:9][C:4]=2[N:3]=[C:2]1[C:10]1[CH:17]=[CH:16][C:13]([CH:14]([OH:15])[CH:20]([OH:21])[C:19](=[O:30])[CH3:23])=[CH:12][CH:11]=1 |f:2.3|. Reported procedure: Flame dried 10 mL flask was filled with argon and charged with hydroxyacetone (1 ml) and anhydrous DMSO (2 ml). After solution is formed the 4-benzoxazol-2-yl-benzaldehyde (2.2 mmol) followed by L-Proline (1.1 mmol) were added. The resulted homogeneous reaction mixture was stirred at room temperature for 24 h. Then, half saturated NH4Cl solution (20 ml) and ethyl acetate (10 ml) was added with vigorous stirring, the layers were separated and the aqueous phase was extracted thoroughly with ethyl ... Reactants: CO, CCOC(=O)C(C)(C)Oc1cc(C)cc(C)c1Cc1ccc(C(C)C)cc1, Cl, [Na+], [OH-]. The product is Cc1cc(C)c(Cc2ccc(C(C)C)cc2)c(OC(C)(C)C(=O)O)c1. RXN SMILES: [CH3:31][OH:32].[CH:1]([CH3:2])([CH3:3])[c:4]1[cH:5][cH:6][c:7]([CH2:8][c:9]2[c:10]([O:11][C:12]([C:13](=[O:14])[O:15][CH2:16][CH3:17])([CH3:18])[CH3:19])[cH:20][c:21]([CH3:25])[cH:22][c:23]2[CH3:24])[cH:26][cH:27]1.[ClH:30].[Na+:29].[OH-:28]>>[CH:1]([CH3:2])([CH3:3])[c:4]1[cH:5][cH:6][c:7]([CH2:8][c:9]2[c:10]([O:11][C:12]([C:13](=[O:14])[OH:15])([CH3:18])[CH3:19])[cH:20][c:21]([CH3:25])[cH:22][c:23]2[CH3:24])[cH:26][cH:27]1. Starting materials: CN(C1CCOCC1)CC1=CC=C(C=C1)NC(=O)C=1CCS(C2=C(C1)C=C(C=C2)C2=CC=C(C=C2)N2CCOCC2)(=O)=O (N-[4-[N-methyl-N-(tetrahydropyran-4-yl)aminomethyl]phenyl]-7-(4-morpholinophenyl)-1,1-dioxo-2,3-dihydro-1-benzothiepine-4-carboxamide), Cl (hydrochloric acid). Run in C(C)O.CO (ethanol methanol). Yields the product Cl.Cl.CN(C1CCOCC1)CC1=CC=C(C=C1)NC(=O)C=1CCS(C2=C(C1)C=C(C=C2)C2=CC=C(C=C2)N2CCOCC2)(=O)=O (N-[4-[N-methyl-N-(tetrahydropyran-4-yl)aminomethyl]phenyl]-7-(4-morpholinophenyl)-1,1-dioxo-2,3-dihydro-1-benzothiepine-4-carboxamide dihydrochloride). Reaction SMILES: [CH3:1][N:2]([CH2:9][C:10]1[CH:15]=[CH:14][C:13]([NH:16][C:17]([C:19]2[CH2:20][CH2:21][S:22](=[O:43])(=[O:42])[C:23]3[CH:29]=[CH:28][C:27]([C:30]4[CH:35]=[CH:34][C:33]([N:36]5[CH2:41][CH2:40][O:39][CH2:38][CH2:37]5)=[CH:32][CH:31]=4)=[CH:26][C:24]=3[CH:25]=2)=[O:18])=[CH:12][CH:11]=1)[CH:3]1[CH2:8][CH2:7][O:6][CH2:5][CH2:4]1.[ClH:44]>C(O)C.CO>[ClH:44].[ClH:44].[CH3:1][N:2]([CH2:9][C:10]1[CH:15]=[CH:14][C:13]([NH:16][C:17]([C:19]2[CH2:20][CH2:21][S:22](=[O:43])(=[O:42])[C:23]3[CH:29]=[CH:28][C:27]([C:30]4[CH:35]=[CH:34][C:33]([N:36]5[CH2:41][CH2:40][O:39][CH2:38][CH2:37]5)=[CH:32][CH:31]=4)=[CH:26][C:24]=3[CH:25]=2)=[O:18])=[CH:12][CH:11]=1)[CH:3]1[CH2:8][CH2:7][O:6][CH2:5][CH2:4]1 |f:2.3,4.5.6|. Reported procedure: To a solution of N-[4-[N-methyl-N-(tetrahydropyran-4-yl)aminomethyl]phenyl]-7-(4-morpholinophenyl)-1,1-dioxo-2,3-dihydro-1-benzothiepine-4-carboxamide (36 mg) in ethanol/methanol (10/5 ml) was added at room temperature concentrated hydrochloric acid (0.5 ml), and the mixture was stirred for a few minutes. Insoluble materials were filtered off, and the filtrate was concentrated under reduced pressure. To the residue was added diethylether, and precipitated solid was collected by filtration, which... Starting materials: CCNCC, Cc1cccc(N(CC(=O)O)S(=O)(=O)c2ncccc2C)c1. Product: CCN(CC)C(=O)CN(c1cccc(C)c1)S(=O)(=O)c1ncccc1C. Reaction SMILES: [CH2:23]([CH3:24])[NH:25][CH2:26][CH3:27].[CH3:1][c:2]1[c:3]([S:8](=[O:9])(=[O:10])[N:11]([c:12]2[cH:13][c:14]([CH3:18])[cH:15][cH:16][cH:17]2)[CH2:19][C:20](=[O:21])[OH:22])[n:4][cH:5][cH:6][cH:7]1>>[CH3:1][c:2]1[c:3]([S:8](=[O:9])(=[O:10])[N:11]([c:12]2[cH:13][c:14]([CH3:18])[cH:15][cH:16][cH:17]2)[CH2:19][C:20](=[O:22])[N:25]([CH2:23][CH3:24])[CH2:26][CH3:27])[n:4][cH:5][cH:6][cH:7]1.